From a dataset of the Open Reaction Database (ORD), a public repository of structured organic reaction records. describe an organic reaction: reactants, conditions, products, and yield The reactants are COc1ccc(CNc2ccccn2)cc1, CO, COc1ccc(CN(c2ccc(OC)cn2)c2cc(Cl)nn3c(C#N)cnc23)cc1. Yields the product COc1ccc(CN(c2ccccn2)c2cc(Cl)nn3c(C#N)cnc23)cc1. Reaction SMILES: [CH3:1][O:2][c:3]1[cH:4][cH:5][c:6]([CH2:7][NH:8][c:9]2[cH:10][cH:11][cH:12][cH:13][n:14]2)[cH:15][cH:16]1.[CH3:47][OH:48].[Cl:17][c:18]1[cH:19][c:20]([N:29]([CH2:30][c:31]2[cH:32][cH:33][c:34]([O:37][CH3:38])[cH:35][cH:36]2)[c:39]2[n:40][cH:41][c:42]([O:45][CH3:46])[cH:43][cH:44]2)[c:21]2[n:22]([n:23]1)[c:24]([C:27]#[N:28])[cH:25][n:26]2>>[Cl:17][c:18]1[cH:19][c:20]([N:29]([CH2:30][c:31]2[cH:32][cH:33][c:34]([O:37][CH3:38])[cH:35][cH:36]2)[c:39]2[n:40][cH:41][cH:42][cH:43][cH:44]2)[c:21]2[n:22]([n:23]1)[c:24]([C:27]#[N:28])[cH:25][n:26]2.